Dataset: the Open Reaction Database (ORD), a public repository of structured organic reaction records. Task: describe an organic reaction: reactants, conditions, products, and yield Starting materials: C(=O)(O)[O-].[Na+] (NaHCO3), ClC1=CC=C(C=C1)C(=O)C1=C(C=CC=C1)C=1C(=NOC1C)COCC1=CC=C(C=C1)OC ((4-chlorophenyl)(2-(3-((4-methoxybenzyloxy)methyl)-5-methylisoxazol-4-yl)phenyl)methanone), C(Cl)Cl (DCM), C(#N)C1=C(C(=O)C(=C(C1=O)Cl)Cl)C#N (DDQ). The product is ClC1=CC=C(C=C1)C(=O)C1=C(C=CC=C1)C=1C(=NOC1C)CO ((4-chlorophenyl)(2-(3-(hydroxymethyl)-5-methylisoxazol-4-yl)phenyl)methanone). Procedure details: To a round bottomed flask was added (4-chlorophenyl)(2-(3-((4-methoxybenzyloxy)methyl)-5-methylisoxazol-4-yl)phenyl)methanone (69 mg, 0.154 mmol), DCM, and water. This solution was cooled to 0° C. before addition of DDQ (69.9 mg, 0.308 mmol) and the reaction stirred at 0° C. for 4 h before addition of NaHCO3 solution. The layers were separated and the aqueous extracted with DCM. The combined organics were dried over Na2SO4, filtered, and concentrated. The crude residue was purified via Biotage (... Reaction SMILES: [Cl:1][C:2]1[CH:7]=[CH:6][C:5]([C:8]([C:10]2[CH:15]=[CH:14][CH:13]=[CH:12][C:11]=2[C:16]2[C:17]([CH2:22][O:23]CC3C=CC(OC)=CC=3)=[N:18][O:19][C:20]=2[CH3:21])=[O:9])=[CH:4][CH:3]=1.C(Cl)Cl.C(C1C(=O)C(Cl)=C(Cl)C(=O)C=1C#N)#N.C([O-])(O)=O.[Na+]>O>[Cl:1][C:2]1[CH:7]=[CH:6][C:5]([C:8]([C:10]2[CH:15]=[CH:14][CH:13]=[CH:12][C:11]=2[C:16]2[C:17]([CH2:22][OH:23])=[N:18][O:19][C:20]=2[CH3:21])=[O:9])=[CH:4][CH:3]=1 |f:3.4|. Run in O (water). Procedure details: The amide from example 177 (105 mg, 0.28 mmol) was suspended in DCM (3 mL) and treated with formaldehyde (37% aqueous, 35 μL, 0.425 mmol). The mixture was stirred for 30 minutes (dissolution had occurred by this stage) and then treated with sodium tri(acetoxy)borohydride (120 mg, 0.567 mmol). The reaction was stirred overnight and then diluted with water (5 mL), basified with 880 ammonia (1 mL) and extracted with DCM (3×10 mL). The combined organic extracts were washed with brine (5 mL), dried (... Conditions: time 30 minute. As a reaction SMILES: [CH3:1][NH:2][CH2:3][C:4]1[CH:5]=[C:6]([CH:10]=[CH:11][C:12]=1[O:13][C:14]1[CH:19]=[CH:18][C:17]([S:20][CH3:21])=[C:16]([C:22]([F:25])([F:24])[F:23])[CH:15]=1)[C:7]([NH2:9])=[O:8].C=O.[C:28](O[BH-](OC(=O)C)OC(=O)C)(=O)C.[Na+]>C(Cl)Cl.O.N>[CH3:1][N:2]([CH2:3][C:4]1[CH:5]=[C:6]([CH:10]=[CH:11][C:12]=1[O:13][C:14]1[CH:19]=[CH:18][C:17]([S:20][CH3:21])=[C:16]([C:22]([F:25])([F:24])[F:23])[CH:15]=1)[C:7]([NH2:9])=[O:8])[CH3:28] |f:2.3|. The yield is 79.0%. Product: CN(C)CC=1C=C(C(=O)N)C=CC1OC1=CC(=C(C=C1)SC)C(F)(F)F (3-[(Dimethylamino)methyl]-4-[4-(methylsulfanyl)-3-(trifluoromethyl)-phenoxy]benzamide). Run in C(Cl)Cl (DCM), O (water), N (ammonia). The reactants are CNCC=1C=C(C(=O)N)C=CC1OC1=CC(=C(C=C1)SC)C(F)(F)F (3-[(Methylamino)methyl]-4-[4-(methylsulfanyl)-3-(trifluoromethyl)phenoxy]-benzamide), C=O (formaldehyde), C(C)(=O)O[BH-](OC(C)=O)OC(C)=O.[Na+] (sodium tri(acetoxy)borohydride). Starting materials: CC(C(=O)[O-])(C(=O)[O-])C (dimethylmalonate), COC(=N)N.Cl (o-methylisourea hydrochloride), C[O-].[Na+] (sodium methoxide). Yields the product COC1=NC(=CC(=N1)O)O (2-methoxypyrimidine-4,6-diol). As a reaction SMILES: C[C:2](C)([C:6]([O-:8])=O)[C:3]([O-:5])=O.[CH3:10][O:11][C:12]([NH2:14])=[NH:13].Cl.C[O-].[Na+]>>[CH3:10][O:11][C:12]1[N:14]=[C:3]([OH:5])[CH:2]=[C:6]([OH:8])[N:13]=1 |f:1.2,3.4|. Reported procedure: Under a nitrogen atmosphere 3.10 mL (27.0 mmol) dimethylmalonate, 3.00 g (27.1 mmol) o-methylisourea hydrochloride and 15.0 mL (80.8 mmol) sodium methoxide solution (30%) were refluxed for 1.25 h with stirring. The reaction mixture was cooled. The precipitate formed was suction filtered, washed and dried. Reactants: CC1=NN(C=2N=C(C=C(C21)C(=O)OCC)\C=C\C2=CC=CC=C2)CC2=CC=C(C=C2)OC2=CC=CC=C2 ((E)-Ethyl 3-methyl-1-(4-phenoxybenzyl)-6-styryl-1H-pyrazolo[3,4-b]pyridine-4-carboxylate), [OH-].[K+] (KOH), C1CCOC1 (THF). Solvent: O (water), CC(C)O (iPrOH). Product: CC1=NN(C=2N=C(C=C(C21)C(=O)O)\C=C\C2=CC=CC=C2)CC2=CC=C(C=C2)OC2=CC=CC=C2 ((E)-3-methyl-1-(4-phenoxybenzyl)-6-styryl-1H-pyrazolo[3,4-b]pyridine-4-carboxylic acid). Isolated yield 88.6%. As a reaction SMILES: [CH3:1][C:2]1[C:10]2[C:9]([C:11]([O:13]CC)=[O:12])=[CH:8][C:7](/[CH:16]=[CH:17]/[C:18]3[CH:23]=[CH:22][CH:21]=[CH:20][CH:19]=3)=[N:6][C:5]=2[N:4]([CH2:24][C:25]2[CH:30]=[CH:29][C:28]([O:31][C:32]3[CH:37]=[CH:36][CH:35]=[CH:34][CH:33]=3)=[CH:27][CH:26]=2)[N:3]=1.[OH-].[K+].C1COCC1>CC(O)C.O>[CH3:1][C:2]1[C:10]2[C:9]([C:11]([OH:13])=[O:12])=[CH:8][C:7](/[CH:16]=[CH:17]/[C:18]3[CH:23]=[CH:22][CH:21]=[CH:20][CH:19]=3)=[N:6][C:5]=2[N:4]([CH2:24][C:25]2[CH:26]=[CH:27][C:28]([O:31][C:32]3[CH:37]=[CH:36][CH:35]=[CH:34][CH:33]=3)=[CH:29][CH:30]=2)[N:3]=1 |f:1.2|. Reported procedure: A solution of ester 52 (56 mg, 0.11 mmol) and KOH (19 mg, 0.34 mmol) in iPrOH:THF (2 mL/1 mL) was refluxed at 87° C. for 2 h. Reaction mixture was diluted with water (10 mL) and washed with EtOAc (10 mL×2). Aqueous layer was acidified with 1N HCl and extracted with EtOAc (10 mL×2). Combined organic extracts were washed with brine, dried (Na2SO4) and filtered. The solvent was removed under reduced pressure to give the title compound (45 mg, 94%) as a yellow solid. 88% pure by HPLC. 1H NMR (500 MH...